Dataset: the Open Reaction Database (ORD), a public repository of structured organic reaction records. Task: describe an organic reaction: reactants, conditions, products, and yield The reactants are C(C)(=O)O (acetic acid), BrC1=CC=C2C=CC3=CC=CC4=CC=C1C2=C34 (bromopyrene). Yields the product BrC=1C=CC2=CC=C3C=CC=C4C=CC1C2=C43 (3-bromopyrene), C=O (formaldehyde). Reaction SMILES: [Br:1][C:2]1[C:15]2[C:16]3=[C:17]4[C:12](=[CH:13][CH:14]=2)[CH:11]=[CH:10][CH:9]=[C:8]4[CH:7]=[CH:6][C:5]3=[CH:4][CH:3]=1.[C:18](O)(=[O:20])C>>[Br:1][C:2]1[CH:3]=[CH:4][C:5]2[C:16]3=[C:17]4[C:8]([CH:9]=[CH:10][CH:11]=[C:12]4[CH:13]=[CH:14][C:15]=13)=[CH:7][CH:6]=2.[CH2:18]=[O:20]. Procedure details: Another photoconductor material used was bromopyrene resin. This product is obtained by condensation of 3-bromopyrene, melting point 94° to 95° C. (Organic Synthesis, Vol. 48 (1968), page 30) with formaldehyde in glacial acetic acid. The reactants are C(C)O (ethanol), COC(C(=C(SC)SC)C#N)=O (2-cyano-3,3-bis-methylsulfanyl-acrylic acid methyl ester), ClC1=C(C(=CC(=C1)Cl)Cl)NN (2,4,6-trichlorophenylhydrazine). Solvent: O (Water). Reaction conditions: time 8 hour. Product: COC(=O)C=1C(=NN(C1N)C1=C(C=C(C=C1Cl)Cl)Cl)SC (5-Amino-3-methylsulfanyl-1-(2,4,6-trichlorophenyl)-1H-pyrazole-4-carboxylic acid methyl ester). As a reaction SMILES: C(O)C.[CH3:4][O:5][C:6](=[O:15])[C:7]([C:13]#[N:14])=[C:8]([S:11][CH3:12])SC.[Cl:16][C:17]1[CH:22]=[C:21]([Cl:23])[CH:20]=[C:19]([Cl:24])[C:18]=1[NH:25][NH2:26]>O>[CH3:4][O:5][C:6]([C:7]1[C:8]([S:11][CH3:12])=[N:26][N:25]([C:18]2[C:19]([Cl:24])=[CH:20][C:21]([Cl:23])=[CH:22][C:17]=2[Cl:16])[C:13]=1[NH2:14])=[O:15]. Reported procedure: An ethanol (3.5 l) solution of 2-cyano-3,3-bis-methylsulfanyl-acrylic acid methyl ester (454.3 g, 2.23 mol) and 2,4,6-trichlorophenylhydrazine (472.7 g, 2.23 mol) was vigorously refluxed for 1.5 hours. The reaction mixture was allowed to stand overnight at ambient temperature. Water (850 ml) was added, and the resulting mixture was briskly stirred for 30 minutes. The granular precipitate was filtered and washed with a water/ethanol(1:3 in volume)solution (1 l). The air-dried product was further ... Starting materials: FC1=CC=C(C(=O)Cl)C=C1 (4-fluorobenzoyl chloride), COC1=C(N)C=CC(=C1)OC (2,4-dimethoxyaniline). Yields the product COC1=C(C=CC(=C1)OC)NC(C1=CC=C(C=C1)F)=O (N-(2,4-dimethoxyphenyl)-4-fluorobenzamide). As a reaction SMILES: [F:1][C:2]1[CH:10]=[CH:9][C:5]([C:6](Cl)=[O:7])=[CH:4][CH:3]=1.[CH3:11][O:12][C:13]1[CH:19]=[C:18]([O:20][CH3:21])[CH:17]=[CH:16][C:14]=1[NH2:15]>>[CH3:11][O:12][C:13]1[CH:19]=[C:18]([O:20][CH3:21])[CH:17]=[CH:16][C:14]=1[NH:15][C:6](=[O:7])[C:5]1[CH:9]=[CH:10][C:2]([F:1])=[CH:3][CH:4]=1. Procedure details: The protocol is identical to that described for Example 1.1, with 4-fluorobenzoyl chloride replacing 2,6-difluorobenzoyl chloride and 2,4-dimethoxyaniline replacing 3,5-dimethoxyaniline. Reactants: N#Cc1ccc(-c2ccccc2)c(OCc2ccccc2)c1, C1CCOC1. Yields the product NCc1ccc(-c2ccccc2)c(OCc2ccccc2)c1. RXN SMILES: [CH2:1]([c:2]1[cH:3][cH:4][cH:5][cH:6][cH:7]1)[O:8][c:9]1[cH:10][c:11]([C:12]#[N:13])[cH:14][cH:15][c:16]1-[c:17]1[cH:18][cH:19][cH:20][cH:21][cH:22]1.[O:23]1[CH2:24][CH2:25][CH2:26][CH2:27]1>>[CH2:1]([c:2]1[cH:3][cH:4][cH:5][cH:6][cH:7]1)[O:8][c:9]1[cH:10][c:11]([CH2:12][NH2:13])[cH:14][cH:15][c:16]1-[c:17]1[cH:18][cH:19][cH:20][cH:21][cH:22]1. Reactants: S1C(=NC=C1)C1=CC=C(C=C1)CN(C[C@@H]([C@H](CC1=CC=CC=C1)NC([C@@H](NC(=O)OC)[C@@H](C)CC)=O)O)N (1-[4-(thiazol-2-yl)-phenyl]-4(S)-hydroxy-2-amino-5(S)-N-(N-methoxycarbonyl-(L)-iso-leucyl)amino-6-phenyl-2-azahexane), CN1CCOCC1 (NMM), COC(=O)N[C@@H](C(C)(C)C)C(=O)O (N-methoxycarbonyl-(L)-tert-leucine), [B-](F)(F)(F)F.CN(C)C(=[N+](C)C)ON1C=CC=CC1=O (TPTU), Ice water. The solvent is CN(C)C=O (DMF), CN(C)C=O (DMF), C(C)(=O)OCC (ethyl acetate). Conditions: time 16 hour. Yields the product S1C(=NC=C1)C1=CC=C(C=C1)CN(C[C@@H]([C@H](CC1=CC=CC=C1)NC([C@@H](NC(=O)OC)[C@@H](C)CC)=O)O)NC([C@@H](NC(=O)OC)C(C)(C)C)=O (1-[4-(Thiazol-2-yl)-phenyl]-4(S)-hydroxy-2-N-(N-methoxycarbonyl-(L)-tert-leucyl)amino-5(S)-N-(N-methoxycarbonyl-(L)-iso-leucyl)amino-6-phenyl-2-azahexane). RXN SMILES: [S:1]1[CH:5]=[CH:4][N:3]=[C:2]1[C:6]1[CH:11]=[CH:10][C:9]([CH2:12][N:13]([NH2:38])[CH2:14][C@H:15]([OH:37])[C@@H:16]([NH:24][C:25](=[O:36])[C@H:26]([C@H:32]([CH2:34][CH3:35])[CH3:33])[NH:27][C:28]([O:30][CH3:31])=[O:29])[CH2:17][C:18]2[CH:23]=[CH:22][CH:21]=[CH:20][CH:19]=2)=[CH:8][CH:7]=1.CN1CCOCC1.[CH3:46][O:47][C:48]([NH:50][C@H:51]([C:56](O)=[O:57])[C:52]([CH3:55])([CH3:54])[CH3:53])=[O:49].[B-](F)(F)(F)F.CN(C(ON1C(=O)C=CC=C1)=[N+](C)C)C>CN(C=O)C.C(OCC)(=O)C>[S:1]1[CH:5]=[CH:4][N:3]=[C:2]1[C:6]1[CH:7]=[CH:8][C:9]([CH2:12][N:13]([NH:38][C:56](=[O:57])[C@H:51]([C:52]([CH3:54])([CH3:53])[CH3:55])[NH:50][C:48]([O:47][CH3:46])=[O:49])[CH2:14][C@H:15]([OH:37])[C@@H:16]([NH:24][C:25](=[O:36])[C@H:26]([C@H:32]([CH2:34][CH3:35])[CH3:33])[NH:27][C:28]([O:30][CH3:31])=[O:29])[CH2:17][C:18]2[CH:23]=[CH:22][CH:21]=[CH:20][CH:19]=2)=[CH:10][CH:11]=1 |f:3.4|. Reported procedure: Under an argon atmosphere, 294 mg of 1-[4-(thiazol-2-yl)-phenyl]-4(S)-hydroxy-2-amino-5(S)-N-(N-methoxycarbonyl-(L)-iso-leucyl)amino-6-phenyl-2-azahexane and 165 μl (1.5 mmol) of NMM in 4.8 ml of DMF are added to 113.5 mg (0.60 mmol) of N-methoxycarbonyl-(L)-tert-leucine (Example 2e) and 149 mg (0.50 mmol) of TPTU in 2.5 ml of DMF at 0° C. and the mixture is stirred at room temperature for 16 hours. Ice-water and ethyl acetate are added; the aqueous phase is separated off and extracted with ethy... Reactants: C1(CCCCC1)OC1=CC=CC(=N1)[C@@H](CC#N)O ((R)-3-(6-(cyclohexyloxy)pyridin-2-yl)-3-hydroxypropanenitrile), N.CO.C(Cl)Cl (NH3 MeOH CH2Cl2), Example 26. The product is NCC[C@@H](O)C1=NC(=CC=C1)OC1CCCCC1 ((R)-3-amino-1-(6-(cyclohexyloxy)pyridin-2-yl)propan-1-ol). RXN SMILES: [CH:1]1([O:7][C:8]2[N:13]=[C:12]([C@H:14]([OH:18])[CH2:15][C:16]#[N:17])[CH:11]=[CH:10][CH:9]=2)[CH2:6][CH2:5][CH2:4][CH2:3][CH2:2]1.N.CO.C(Cl)Cl>>[NH2:17][CH2:16][CH2:15][C@H:14]([C:12]1[CH:11]=[CH:10][CH:9]=[C:8]([O:7][CH:1]2[CH2:6][CH2:5][CH2:4][CH2:3][CH2:2]2)[N:13]=1)[OH:18] |f:1.2.3|. Procedure details: Reduction of (R)-3-(6-(cyclohexyloxy)pyridin-2-yl)-3-hydroxypropanenitrile following the method described in Example 6 gave after flash chromatography purification (15%-25% 7N NH3/MeOH—CH2Cl2 gradient) Example 26 as a colorless oil. Yield (0.4 g, 33%); 1H NMR (400 MHz, CD3OD) δ 7.61 (t, J=7.8 Hz, 1H), 7.00 (d, J=7.6 Hz, 1H), 6.58 (d, J=8.4 Hz, 1H), 5.05-4.96 (m, 1H), 4.40-4.28 (m, 1H), 2.84 (t, J=6.8 Hz, 2H), 2.08-1.74 (m, 6H), 1.62-1.32 (m, 6H); RP-HPLC tR=7.04 min; ESI-MS m/z 251.2 [M+H]+. Reactants: ClC1=C2C=CC(=NC2=NC=C1)C (5-Chloro-2-methyl-[1,8]naphthyridine), COC=1C=C(C=CC1)C1=C(C=C(C=C1)C)N (3′-Methoxy-4-methyl-biphenyl-2-ylamine). The product is COC=1C=C(C=CC1)C1=C(C=C(C=C1)C)NC1=CC=NC2=NC(=CC=C12)C ((3′-Methoxy-4-methyl-biphenyl-2-yl)-(7-methyl-[1,8]naphthyridin-4-yl)-amine). As a reaction SMILES: Cl[C:2]1[CH:11]=[CH:10][N:9]=[C:8]2[C:3]=1[CH:4]=[CH:5][C:6]([CH3:12])=[N:7]2.[CH3:13][O:14][C:15]1[CH:16]=[C:17]([C:21]2[CH:26]=[CH:25][C:24]([CH3:27])=[CH:23][C:22]=2[NH2:28])[CH:18]=[CH:19][CH:20]=1>>[CH3:13][O:14][C:15]1[CH:16]=[C:17]([C:21]2[CH:26]=[CH:25][C:24]([CH3:27])=[CH:23][C:22]=2[NH:28][C:2]2[C:3]3[C:8](=[N:7][C:6]([CH3:12])=[CH:5][CH:4]=3)[N:9]=[CH:10][CH:11]=2)[CH:18]=[CH:19][CH:20]=1. Procedure details: The product from Example 1d (0.065 g, 0.36 mmol) was reacted with the product from Example 217b (0.072 g, 0.34 mmol) for 96 h at 100° C. following the procedure from Example 1g giving the crude title compound which was purified by HPLC with TFA providing a trifluoroacetic acid salt (0.102 gm, 64%). 1H NMR (300 MHz, DMSO-d6) ppm: 2.43 (s, 3H) 2.72 (s, 3H) 3.62 (s, 3H) 6.29 (d, J=7.35 Hz, 1H) 6.77 (dd, J=7.91, 2.02 Hz, 1H) 6.87-7.00 (m, 2H) 7.17 (t, J=7.91 Hz, 1H) 7.36 (s, 1H) 7.41-7.46 (m, 1H) 7.... Starting materials: Oc1ccc(Br)cc1F, O=C([O-])[O-], CC(C)=O, C=C(C)CCl, [K+], [K+], O. The product is C=C(C)COc1ccc(Br)cc1F. As a reaction SMILES: [Br:1][c:2]1[cH:3][c:4]([F:9])[c:5]([OH:8])[cH:6][cH:7]1.[C:15](=[O:16])([O-:17])[O-:18].[CH3:22][C:23](=[O:24])[CH3:25].[Cl:10][CH2:11][C:12](=[CH2:13])[CH3:14].[K+:19].[K+:20].[OH2:21]>>[Br:1][c:2]1[cH:3][c:4]([F:9])[c:5]([O:8][CH2:13][C:12](=[CH2:11])[CH3:14])[cH:6][cH:7]1. Starting materials: CN1C=NC(=C1)C (1,4-dimethylimidazole), ClC1=C(C=CC=C1)S(=O)(=O)N=C=O (2-chlorophenylsulfonyl isocyanate). Run in C1(=CC=CC=C1)C (toluene). Product: ClC1=C(C=CC=C1)S(=O)(=O)NC(=O)C=1N(C=C(N1)C)C (N-(2-chlorophenylsulfonyl)-1,4-dimethylimidazole-2-carboxamide). Isolated yield 37.1%. RXN SMILES: [CH3:1][N:2]1[CH:6]=[C:5]([CH3:7])[N:4]=[CH:3]1.[Cl:8][C:9]1[CH:14]=[CH:13][CH:12]=[CH:11][C:10]=1[S:15]([N:18]=[C:19]=[O:20])(=[O:17])=[O:16]>C1(C)C=CC=CC=1>[Cl:8][C:9]1[CH:14]=[CH:13][CH:12]=[CH:11][C:10]=1[S:15]([NH:18][C:19]([C:3]1[N:2]([CH3:1])[CH:6]=[C:5]([CH3:7])[N:4]=1)=[O:20])(=[O:17])=[O:16]. Procedure details: 2.0 g of 1,4-dimethylimidazole and 4.3 g of 2-chlorophenylsulfonyl isocyanate in 200 ml of toluene are refluxed for 6 h. The precipitate which forms on cooling is filtered off with suction and washed with acetone. The residue is suspended in acetonitrile/methanol and refluxed for 0.5 h. After cooling, the solid is filtered off with suction and dried under reduced pressure. 2.3 g of N-(2-chlorophenylsulfonyl)-1,4-dimethylimidazole-2-carboxamide with a melting point of 230°-231° C. are obtained. (... The reactants are CC1=C(N=C(O1)C1=CC=CC=C1)CCC(=O)C1=CC=C(C=O)C=C1 (4-[3-(5-methyl-2-phenyl-4-oxazolyl)propionyl]benzaldehyde), C1(=CC=CC=C1)P(C1=CC=CC=C1)(C1=CC=CC=C1)=CC=O ((triphenylphosphoranylidene)acetaldehyde), C1=CC=CC=C1 (benzene). Conditions: time 24 hour. Product: CC1=C(N=C(O1)C1=CC=CC=C1)CCC(=O)C1=CC=C(C=CC=O)C=C1 (4-[3-(5-methyl-2-phenyl-4-oxazolyl)propionyl]cinnamaldehyde). Yield: 63.0%. As a reaction SMILES: [CH3:1][C:2]1[O:6][C:5]([C:7]2[CH:12]=[CH:11][CH:10]=[CH:9][CH:8]=2)=[N:4][C:3]=1[CH2:13][CH2:14][C:15]([C:17]1[CH:24]=[CH:23][C:20](C=O)=[CH:19][CH:18]=1)=[O:16].C1(P(=[CH:44][CH:45]=[O:46])(C2C=CC=CC=2)C2C=CC=CC=2)C=CC=CC=1.[CH:47]1C=CC=CC=1>>[CH3:1][C:2]1[O:6][C:5]([C:7]2[CH:12]=[CH:11][CH:10]=[CH:9][CH:8]=2)=[N:4][C:3]=1[CH2:13][CH2:14][C:15]([C:17]1[CH:24]=[CH:23][C:20]([CH:47]=[CH:44][CH:45]=[O:46])=[CH:19][CH:18]=1)=[O:16]. Reported procedure: A mixture of 4-[3-(5-methyl-2-phenyl-4-oxazolyl)propionyl]benzaldehyde (6.0 g), (triphenylphosphoranylidene)acetaldehyde [(C6H5)3P=CHCHO](6.29 g) and benzene (100 ml) was stirred under refluxing conditions for 24 hours. The reaction mixture was concentrated under reduced pressure; the residue was subjected to silica gel column chromatography. From the fraction eluted with ethyl acetate-hexane (1:2), 4-[3-(5-methyl-2-phenyl-4-oxazolyl)propionyl]cinnamaldehyde (4.08 g, 63%) was obtained, which was...